From a dataset of the Open Reaction Database (ORD), a public repository of structured organic reaction records. describe an organic reaction: reactants, conditions, products, and yield Reactants: CCCC[Sn](CCCC)(CCCC)OC(C)=O, CCCC[Sn](CCCC)(OC(C)=O)OC(C)=O. The product is CCCC[Sn](CCCC)(OC(C)=O)O[Sn](CCCC)(CCCC)OC(C)=O. Reaction SMILES: [CH2:18]([CH2:19][CH2:20][CH3:21])[Sn:22]([O:23][C:24]([CH3:25])=[O:26])([CH2:27][CH2:28][CH2:29][CH3:30])[CH2:31][CH2:32][CH2:33][CH3:34].[CH2:1]([CH2:2][CH2:3][CH3:4])[Sn:5]([O:6][C:7]([CH3:8])=[O:9])([O:10][C:11](=[O:12])[CH3:13])[CH2:14][CH2:15][CH2:16][CH3:17]>>[CH2:1]([CH2:2][CH2:3][CH3:4])[Sn:5]([O:6][C:7]([CH3:8])=[O:9])([O:10][Sn:22]([CH2:18][CH2:19][CH2:20][CH3:21])([O:23][C:24]([CH3:25])=[O:26])[CH2:27][CH2:28][CH2:29][CH3:30])[CH2:14][CH2:15][CH2:16][CH3:17]. Reactants: C(C)(=O)O (acetic acid), N(=NC(=O)[O-])C(=O)[O-].[K+].[K+] (dipotassium azodicarboxylate), C(C)(=O)O (acetic acid), ClC1=C(C=CC(=C1)Cl)N1C=2C(CCC1)=C(N(N2)C)C=C (7-(2,4-dichloro-phenyl)-2-methyl-3-vinyl-4,5,6,7-tetrahydro-2H-pyrazolo[3,4-b]pyridine), N(=NC(=O)[O-])C(=O)[O-].[K+].[K+] (dipotassium azodicarboxylate). Solvent: CO (methanol), CO (methanol), CO (methanol). Conditions: time 3 hour. Product: ClC1=C(C=CC(=C1)Cl)N1C=2C(CCC1)=C(N(N2)C)CC (7-(2,4-Dichloro-phenyl)-3-ethyl-2-methyl-4,5,6,7-tetrahydro-2H-pyrazolo[3,4-b]pyridine). RXN SMILES: [Cl:1][C:2]1[CH:7]=[C:6]([Cl:8])[CH:5]=[CH:4][C:3]=1[N:9]1[CH2:14][CH2:13][CH2:12][C:11]2=[C:15]([CH:19]=[CH2:20])[N:16]([CH3:18])[N:17]=[C:10]12.N(C([O-])=O)=NC([O-])=O.[K+].[K+].C(O)(=O)C>CO>[Cl:1][C:2]1[CH:7]=[C:6]([Cl:8])[CH:5]=[CH:4][C:3]=1[N:9]1[CH2:14][CH2:13][CH2:12][C:11]2=[C:15]([CH2:19][CH3:20])[N:16]([CH3:18])[N:17]=[C:10]12 |f:1.2.3|. Procedure: To a solution of 7-(2,4-dichloro-phenyl)-2-methyl-3-vinyl-4,5,6,7-tetrahydro-2H-pyrazolo[3,4-b]pyridine (3-7; 0.046 g, 0.15 mmol) in 2 mL of methanol was added dipotassium azodicarboxylate (0.174 g, 0.90 mmol) [prepared according to D. J. Pasto and R. J. Taylor, Organic Reactions 1991 40:91]. To the yellow suspension was added acetic acid (0.102 mL, 1.80 mmol) in 2 mL of methanol over 40 minutes. The reaction mixture was again treated with dipotassium azodicarboxylate (0.087 g, 0.45 mmol) and th... Reactants: Clc1cccc(Br)c1-n1ncc2c(Cl)ncnc21, C1CCOC1, CCOC(C)=O, [H-], [Na+], Cc1cnc(NC(=O)C(O)COC(C)CO[Si](C(C)C)(C(C)C)C(C)C)cn1, O=C(O)CC(O)(CC(=O)O)C(=O)O. Yields the product Cc1cnc(NC(=O)C(COC(C)CO[Si](C(C)C)(C(C)C)C(C)C)Oc2ncnc3c2cnn3-c2c(Cl)cccc2Br)cn1. Reaction SMILES: [Br:31][c:32]1[c:33](-[n:39]2[n:40][cH:41][c:42]3[c:43]2[n:44][cH:45][n:46][c:47]3[Cl:48])[c:34]([Cl:38])[cH:35][cH:36][cH:37]1.[CH2:62]1[O:63][CH2:64][CH2:65][CH2:66]1.[CH3:67][CH2:68][O:69][C:70]([CH3:71])=[O:72].[H-:1].[Na+:2].[OH:3][CH:4]([C:5](=[O:6])[NH:7][c:8]1[n:9][cH:10][c:11]([CH3:14])[n:12][cH:13]1)[CH2:15][O:16][CH:17]([CH2:18][O:19][Si:20]([CH:21]([CH3:22])[CH3:23])([CH:24]([CH3:25])[CH3:26])[CH:27]([CH3:28])[CH3:29])[CH3:30].[OH:49][C:50]([CH2:51][C:52]([C:53](=[O:54])[OH:55])([CH2:56][C:57](=[O:58])[OH:59])[OH:60])=[O:61]>>[O:3]([CH:4]([C:5](=[O:6])[NH:7][c:8]1[n:9][cH:10][c:11]([CH3:14])[n:12][cH:13]1)[CH2:15][O:16][CH:17]([CH2:18][O:19][Si:20]([CH:21]([CH3:22])[CH3:23])([CH:24]([CH3:25])[CH3:26])[CH:27]([CH3:28])[CH3:29])[CH3:30])[c:47]1[c:42]2[cH:41][n:40][n:39](-[c:33]3[c:32]([Br:31])[cH:37][cH:36][cH:35][c:34]3[Cl:38])[c:43]2[n:44][cH:45][n:46]1. Product: Cl.CN(C(C1=CC=CC=C1)=O)C1CC(C(C1)C1=CC=CC=C1)CN1CCC(CC1)CCCC1=CC=CC=C1 (1-(RS)-(N-(Methyl)-N-(benzoyl)amino)-3-(SR)-((4-(3-phenylprop-1-yl)piperidin-1-yl)methyl)-4-(SR)-phenylcyclopentane Hydrochloride Salt). Starting materials: ClCCCl (1,2-dichloroethane), OC(=O)C(F)(F)F.C1(=CC=CC=C1)CCCC1CCNCC1 (4-(3-phenylprop-1-yl)piperidine-TFA salt), CN(C(C1=CC=CC=C1)=O)C1CC(C(C1)C1=CC=CC=C1)C=O (1-(RS)-(N-(Methyl)-N-(benzoyl)amino)-3-(SR)-(formyl)-4-(SR)-phenylcyclopentane), C(C)(=O)O (acetic acid), C(C)(C)N(C(C)C)CC (N,N-diisopropylethylamine), C(C)(=O)O[BH-](OC(C)=O)OC(C)=O.[Na+] (sodium triacetoxyborohydride), ClCCCl (1,2-dichloroethane). Run at time 18 hour. Reported procedure: To a 13×100 mm threaded vial can be added 4-(3-phenylprop-1-yl)piperidine-TFA salt (0.093 mmol). A solution of 1-(RS)-(N-(methyl)-N-(benzoyl)amino)-3-(SR)-(formyl)-4-(SR)-phenylcyclopentane (19 mg, 0.062 mmol) from Step D (derived from the higher Rf isomer in Step C) and acetic acid (0.006 mL, 0.1 mmol) in 1,2-dichloroethane (1 mL) can then be added to the vial. Sequentially, N,N-diisopropylethylamine (0.022 mL, 0.126 mmol) and a solution of sodium triacetoxyborohydride (26 mg, 0.123 mmol) in 1,... As a reaction SMILES: OC(C(F)(F)F)=O.[C:8]1([CH2:14][CH2:15][CH2:16][CH:17]2[CH2:22][CH2:21][NH:20][CH2:19][CH2:18]2)[CH:13]=[CH:12][CH:11]=[CH:10][CH:9]=1.[CH3:23][N:24]([CH:33]1[CH2:37][CH:36]([C:38]2[CH:43]=[CH:42][CH:41]=[CH:40][CH:39]=2)[CH:35]([CH:44]=O)[CH2:34]1)[C:25](=[O:32])[C:26]1[CH:31]=[CH:30][CH:29]=[CH:28][CH:27]=1.C(O)(=O)C.C(N(CC)C(C)C)(C)C.C(O[BH-](OC(=O)C)OC(=O)C)(=O)C.[Na+].[Cl:73]CCCl>>[ClH:73].[CH3:23][N:24]([CH:33]1[CH2:37][CH:36]([C:38]2[CH:43]=[CH:42][CH:41]=[CH:40][CH:39]=2)[CH:35]([CH2:44][N:20]2[CH2:19][CH2:18][CH:17]([CH2:16][CH2:15][CH2:14][C:8]3[CH:13]=[CH:12][CH:11]=[CH:10][CH:9]=3)[CH2:22][CH2:21]2)[CH2:34]1)[C:25](=[O:32])[C:26]1[CH:31]=[CH:30][CH:29]=[CH:28][CH:27]=1 |f:0.1,5.6,8.9|.